From a dataset of the Open Reaction Database (ORD), a public repository of structured organic reaction records. describe an organic reaction: reactants, conditions, products, and yield The reactants are N1(CCOCC1)C(C#N)C1=CC=CC=C1 (Morpholin-4-yl-phenyl-acetonitrile), ClC1=CC(=C(C=C1)[N+](=O)[O-])C(OC)OC (4-chloro-2-dimethoxymethyl-1-nitrobenzene), [H-].[Na+] (NaH). Run in CN(C)C=O (DMF), CN(C)C=O (DMF), CCCCCC (hexane). Product: COC(C=1C=C(C=CC1[N+](=O)[O-])C(C#N)(C1=CC=CC=C1)N1CCOCC1)OC ((3-Dimethoxymethyl-4-nitro-phenyl)-morpholin-4-yl-phenyl-acetonitrile). As a reaction SMILES: [H-].[Na+].[N:3]1([CH:9]([C:12]2[CH:17]=[CH:16][CH:15]=[CH:14][CH:13]=2)[C:10]#[N:11])[CH2:8][CH2:7][O:6][CH2:5][CH2:4]1.Cl[C:19]1[CH:24]=[CH:23][C:22]([N+:25]([O-:27])=[O:26])=[C:21]([CH:28]([O:31][CH3:32])[O:29][CH3:30])[CH:20]=1>CCCCCC.CN(C=O)C>[CH3:30][O:29][CH:28]([O:31][CH3:32])[C:21]1[CH:20]=[C:19]([C:9]([N:3]2[CH2:4][CH2:5][O:6][CH2:7][CH2:8]2)([C:12]2[CH:13]=[CH:14][CH:15]=[CH:16][CH:17]=2)[C:10]#[N:11])[CH:24]=[CH:23][C:22]=1[N+:25]([O-:27])=[O:26] |f:0.1|. Procedure: NaH (0.975 mol) was washed with hexane. After the hexane was decanted off, the NaH was stirred in DMF (1950 mL) at room temperature. Morpholin-4-yl-phenyl-acetonitrile (0.70 mol) in DMF (300 mL) was added dropwise under N2 gas. The reaction mixture was stirred at room temperature for 2 hours. The reaction mixture was cooled in an ice bath and 4-chloro-2-dimethoxymethyl-1-nitrobenzene (0.86 mol) in DMF (150 mL) was added dropwise. The reaction mixture was stirred at 0° C. for 2 hours and at room ...